This data is from the Open Reaction Database (ORD), a public repository of structured organic reaction records. The task is: describe an organic reaction: reactants, conditions, products, and yield The reactants are BrCC(=O)Br (bromoacetyl bromide), ice water, NC1=CC=C(CC#N)C=C1 (4-aminobenzyl cyanide), CN(C)C=O (DMF), BrCC(=O)Br (Bromoacetyl bromide). Solvent: O1CCOCC1 (dioxane). Reaction conditions: temperature 0 celsius, time 8 hour. Product: BrCC(=O)NC1=CC=C(CC#N)C=C1 (4-((Bromoacetyl)amino)benzyl cyanide). Yield: 73.2%. As a reaction SMILES: [NH2:1][C:2]1[CH:10]=[CH:9][C:5]([CH2:6][C:7]#[N:8])=[CH:4][CH:3]=1.CN(C=O)C.[Br:16][CH2:17][C:18](Br)=[O:19]>O1CCOCC1>[Br:16][CH2:17][C:18]([NH:1][C:2]1[CH:10]=[CH:9][C:5]([CH2:6][C:7]#[N:8])=[CH:4][CH:3]=1)=[O:19]. Procedure details: A solution of 4-aminobenzyl cyanide (7.5 g, 56.7 mmol) in a mixture of anhydrous DMF (30 mL) and anhydrous dioxane (30 mL) in a 250 mL 3-necked round-bottomed flask equipped with a constant addition funnel (60 mL) was cooled to 0° C. using an ice-bath. Bromoacetyl bromide (11.4 g, 4.98 mL, 56.7 mmol) was added dropwise, keeping the internal temperature between 0° and 5° C. over a 1/2 h period. After the addition of the bromoacetyl bromide was completed, the solution was warmed to rt, stirred ove... The reactants are C(C1=CC=CC=C1)(=S)N (thio-benzamide), CC1=CC(=C(C#N)C=C1)[N+](=O)[O-] (4-methyl-2-nitro-benzonitrile), CC1=CC(=C(C(=O)N)C=C1)[N+](=O)[O-] (4-methyl-2-nitro-benzamide). Yields the product CC1=CC(=C(C(=S)N)C=C1)[N+](=O)[O-] (4-Methyl-2-nitro-thiobenzamide). The yield is 98.0%. As a reaction SMILES: C(N)(=[S:8])C1C=CC=CC=1.[CH3:10][C:11]1[CH:18]=[CH:17][C:14]([C:15]#[N:16])=[C:13]([N+:19]([O-:21])=[O:20])[CH:12]=1.CC1C=CC(C(N)=O)=C([N+]([O-])=O)C=1>>[CH3:10][C:11]1[CH:18]=[CH:17][C:14]([C:15]([NH2:16])=[S:8])=[C:13]([N+:19]([O-:21])=[O:20])[CH:12]=1. Procedure: The thio-benzamide, was prepared as described in Example 14-1, starting from 4-methyl-2-nitro-benzonitrile via 4-methyl-2-nitro-benzamide which gave the title compound (1.03 g, 98%). LC/MS: (Method I): tR=0.54 min, >80%, m/z (ESI)=180 (M-NH2)+.